From a dataset of the Open Reaction Database (ORD), a public repository of structured organic reaction records. describe an organic reaction: reactants, conditions, products, and yield Starting materials: ClC1=C(C=C2C(C(=CN(C2=C1)C1CC1)C(=O)O)=O)F (7-chloro-1-cyclopropyl-6-fluoro-1,4-dihydro-4-oxo-3-quinolinecarboxylic acid), OCCN1CCNCC1 (N-(2-hydroxyethyl)-piperazine). The solvent is CS(=O)C (dimethylsulphoxide). Reaction conditions: time 8 hour. The product is C1(CC1)N1C=C(C(C2=CC(=C(C=C12)N1CCN(CC1)CCO)F)=O)C(=O)O (1-cyclopropyl-6-fluoro-1,4-dihydro-4-oxo-7-[4-(2-hydroxyethyl)-1-piperazinyl]-3-quinolinecarboxylic acid). Yield: 56.1%. As a reaction SMILES: Cl[C:2]1[CH:11]=[C:10]2[C:5]([C:6](=[O:18])[C:7]([C:15]([OH:17])=[O:16])=[CH:8][N:9]2[CH:12]2[CH2:14][CH2:13]2)=[CH:4][C:3]=1[F:19].[OH:20][CH2:21][CH2:22][N:23]1[CH2:28][CH2:27][NH:26][CH2:25][CH2:24]1>CS(C)=O>[CH:12]1([N:9]2[C:10]3[C:5](=[CH:4][C:3]([F:19])=[C:2]([N:26]4[CH2:27][CH2:28][N:23]([CH2:22][CH2:21][OH:20])[CH2:24][CH2:25]4)[CH:11]=3)[C:6](=[O:18])[C:7]([C:15]([OH:17])=[O:16])=[CH:8]2)[CH2:14][CH2:13]1. Procedure details: A suspension of 2.81 g of 7-chloro-1-cyclopropyl-6-fluoro-1,4-dihydro-4-oxo-3-quinolinecarboxylic acid and 5.2 g of N-(2-hydroxyethyl)-piperazine in 25 ml of dimethylsulphoxide is heated at 135°-140° C. for 2 hours. The solvent is distilled off under a fine vacuum, the residue is boiled up with 20 ml of water, the mixture is left to stand overnight at room temperature and the precipitate is filtered off with suction, while cooling with ice, washed with water and dried over calcium chloride in va... Reactants: ClC1=CC(=C(C=N1)NC1=NC=C(C(=N1)NC)C(F)(F)F)OC (N2-(6-chloro-4-methoxypyridin-3-yl)-N4-methyl-5-(trifluoromethyl)pyrimidine-2,4-diamine), C(CCC)[Sn](C1=CN=CS1)(CCCC)CCCC (5-(tributylstannyl)thiazole), cm_ESCI_Formic_MeCN. Yields the product COC1=C(C=NC(=C1)C1=CN=CS1)NC1=NC=C(C(=N1)NC)C(F)(F)F (N2-(4-Methoxy-6-(thiazol-5-yl)pyridin-3-yl)-N4-methyl-5-(trifluoromethyl)pyrimidine-2,4-diamine). RXN SMILES: Cl[C:2]1[N:7]=[CH:6][C:5]([NH:8][C:9]2[N:14]=[C:13]([NH:15][CH3:16])[C:12]([C:17]([F:20])([F:19])[F:18])=[CH:11][N:10]=2)=[C:4]([O:21][CH3:22])[CH:3]=1.C([Sn](CCCC)(CCCC)[C:28]1[S:32][CH:31]=[N:30][CH:29]=1)CCC>>[CH3:22][O:21][C:4]1[CH:3]=[C:2]([C:28]2[S:32][CH:31]=[N:30][CH:29]=2)[N:7]=[CH:6][C:5]=1[NH:8][C:9]1[N:14]=[C:13]([NH:15][CH3:16])[C:12]([C:17]([F:20])([F:19])[F:18])=[CH:11][N:10]=1. Reported procedure: N2-(4-Methoxy-6-(thiazol-5-yl)pyridin-3-yl)-N4-methyl-5-(trifluoromethyl)pyrimidine-2,4-diamine was prepared by the procedure described in Example 7, using N2-(6-chloro-4-methoxypyridin-3-yl)-N4-methyl-5-(trifluoromethyl)pyrimidine-2,4-diamine and 5-(tributylstannyl)thiazole. LCMS (10 cm_ESCI_Formic_MeCN): [MH+]=383 at 2.60 min. 1H NMR δ (ppm) (CDCl3): 9.65 (1H, s), 8.9 (1H, d, J=2.1), 8.2 (1H, d, J=1.1), 8.1 (1H, d, J=2.1), 7.75 (1H, s), 7.55 (1H, s), 5.27 (1H, s), 4.1 (3H, s), 3.2 (3H, d, J=4.... Reactants: [C@H]12[C@H](C[C@H](CC1)C2)OC2=CC(=C(C(=O)OC(C)(C)C)C=C2C2CC2)F (tert-butyl 4-((1S,2S,4R)-bicyclo[2.2.1]heptan-2-yloxy)-5-cyclopropyl-2-fluorobenzoate), FC(C(=O)O)(F)F (trifluoroacetic acid). Run in ClCCl (dichloromethane). Reaction conditions: time 1 hour. The product is [C@H]12[C@H](C[C@H](CC1)C2)OC2=CC(=C(C(=O)O)C=C2C2CC2)F (4-((1S,2S,4R)-bicyclo[2.2.1]heptan-2-yloxy)-5-cyclopropyl-2-fluorobenzoic acid). Yield: 32.5%. As a reaction SMILES: [C@@H:1]12[CH2:7][C@@H:4]([CH2:5][CH2:6]1)[CH2:3][C@@H:2]2[O:8][C:9]1[C:21]([CH:22]2[CH2:24][CH2:23]2)=[CH:20][C:12]([C:13]([O:15]C(C)(C)C)=[O:14])=[C:11]([F:25])[CH:10]=1.FC(F)(F)C(O)=O>ClCCl>[C@@H:1]12[CH2:7][C@@H:4]([CH2:5][CH2:6]1)[CH2:3][C@@H:2]2[O:8][C:9]1[C:21]([CH:22]2[CH2:24][CH2:23]2)=[CH:20][C:12]([C:13]([OH:15])=[O:14])=[C:11]([F:25])[CH:10]=1. Procedure details: A solution of tert-butyl 4-((1S,2S,4R)-bicyclo[2.2.1]heptan-2-yloxy)-5-cyclopropyl-2-fluorobenzoate (0.88 g, 2.54 mmol) in dichloromethane (40 mL) was added trifluoroacetic acid (1.9 mL, 25.4 mmol). The resulting mixture was stirred for 1 hour and then concentrated in vacuo. The residue was triturated with methanol to provide the title compound (0.24 g, 32%): 1H NMR (300 MHz, DMSO-d6) δ 12.77 (br s, 1H), 7.26 (d, J=8.5 Hz, 1H), 6.78 (d, J=13.2 Hz, 1H), 4.40-4.34 (m, 1H), 2.39-2.34 (m, 1H), 2.29-... Starting materials: BrC=1C(=CC(=NC1)C(=O)OC)C(=O)OC (dimethyl 5-bromo-2,4-pyridinedicarboxylate), C(CCC#C)(=O)OC (methyl 4-pentinoate). Run in C(Cl)Cl (methylene chloride). Reaction conditions: time 15 minute. The product is COC(=O)CCC#CC=1C(=CC(=NC1)C(=O)OC)C(=O)OC (dimethyl 5-(4-methoxycarbonyl-1-butinyl)-pyridine-2,4-dicarboxylate). As a reaction SMILES: Br[C:2]1[C:3]([C:12]([O:14][CH3:15])=[O:13])=[CH:4][C:5]([C:8]([O:10][CH3:11])=[O:9])=[N:6][CH:7]=1.[C:16]([O:22][CH3:23])(=[O:21])[CH2:17][CH2:18][C:19]#[CH:20]>C(Cl)Cl>[CH3:23][O:22][C:16]([CH2:17][CH2:18][C:19]#[C:20][C:2]1[C:3]([C:12]([O:14][CH3:15])=[O:13])=[CH:4][C:5]([C:8]([O:10][CH3:11])=[O:9])=[N:6][CH:7]=1)=[O:21]. Reported procedure: 546 mg of dimethyl 5-bromo-dicarboxylate (from Example 3) and 269 mg of methyl 4-pentinoate are dissolved in methylene chloride in a flask flushed with argon, and 840 μl of triethylamine are added dropwise. The mixture is stirred at room temperature for 15 minutes, 28 mg of ((C6H5)3P)2PdCl2 and 4 mg of CuI are added and the mixture is boiled under reflux for 18 hours. After cooling, the mixture is diluted with methylene chloride and washed with water and sodium chloride solution and the combined... Reactants: COC1=NC=2C=C(C(=C(C2N=C1OC)C(=O)Cl)C)[N+](=O)[O-] (2,3-Dimethoxy-6-methyl-7-nitro-quinoxaline-5-carbonyl chloride), Cl.C(C)(C)(C)OC(CCN)=O (β-alanine tert-butyl ester hydrochloride). Reaction conditions: time 2.5 hour. The product is COC1=NC=2C=C(C(=C(C2N=C1OC)C(=O)NCCC(=O)OC(C)(C)C)C)[N+](=O)[O-] (3-[(2,3-Dimethoxy-6-methyl-7-nitro-quinoxaline-5-carbonyl)-amino]-propionic acid, tert-butyl ester). As a reaction SMILES: [CH3:1][O:2][C:3]1[C:12]([O:13][CH3:14])=[N:11][C:10]2[C:9]([C:15](Cl)=[O:16])=[C:8]([CH3:18])[C:7]([N+:19]([O-:21])=[O:20])=[CH:6][C:5]=2[N:4]=1.Cl.[C:23]([O:27][C:28](=[O:32])[CH2:29][CH2:30][NH2:31])([CH3:26])([CH3:25])[CH3:24]>>[CH3:1][O:2][C:3]1[C:12]([O:13][CH3:14])=[N:11][C:10]2[C:9]([C:15]([NH:31][CH2:30][CH2:29][C:28]([O:27][C:23]([CH3:26])([CH3:25])[CH3:24])=[O:32])=[O:16])=[C:8]([CH3:18])[C:7]([N+:19]([O-:21])=[O:20])=[CH:6][C:5]=2[N:4]=1 |f:1.2|. Procedure details: Prepared from 2,3-dimethoxy-6-methyl-7-nitro-quinoxaline-5-carbonyl chloride (13) 250 mg (0.80 mmol) and β-alanine tert-butyl ester hydrochloride 153 mg (0.80 mmol). Reaction was continued for 2.5 hours, and the crude product was eluted through a flash column (3:2 hexanes:ethyl acetate), 230 mg (68%), mp 140-142° C., Rf 0.47 (1:1 hexanes:ethyl acetate); 1H NMR (CDCl3): δ 8.31 (s,1H), 6.37 (br s, 1H), 4.08 (s, 3H), 3.97 (s, 3H), 3.74 (q, 2H, methylene protons, J=6.1 Hz), 2.57 (t, 2H, J=6.3 Hz, J=... The reactants are C(C)(C)(C)OC(=O)NCC1CN(CC1)CCN (2-(3-tert-Butoxycarbonylaminomethylpyrrolidin-1-yl)ethylamine), C1(=CC=CC=C1)N=C=O (phenyl isocyanate), NC1=CC(=C(C(=O)O)C=C1Cl)OC (4-amino-5-chloro-2-methoxybenzoic acid). Yields the product NC1=CC(=C(C(=O)NCC2CN(CC2)CCNC(=O)NC2=CC=CC=C2)C=C1Cl)OC (4-amino-5-chloro-2-methoxy-N-(1-(2-(3-phenylureido)ethyl)pyrrolidin-3-ylmethyl)benzamide). As a reaction SMILES: C(O[C:6]([NH:8][CH2:9][CH:10]1[CH2:14][CH2:13][N:12]([CH2:15][CH2:16][NH2:17])[CH2:11]1)=[O:7])(C)(C)C.[C:18]1([N:24]=[C:25]=[O:26])[CH:23]=[CH:22][CH:21]=[CH:20][CH:19]=1.[NH2:27][C:28]1[C:36]([Cl:37])=[CH:35][C:31](C(O)=O)=[C:30]([O:38][CH3:39])[CH:29]=1>>[NH2:27][C:28]1[C:36]([Cl:37])=[CH:35][C:31]([C:6]([NH:8][CH2:9][CH:10]2[CH2:14][CH2:13][N:12]([CH2:15][CH2:16][NH:17][C:25]([NH:24][C:18]3[CH:23]=[CH:22][CH:21]=[CH:20][CH:19]=3)=[O:26])[CH2:11]2)=[O:7])=[C:30]([O:38][CH3:39])[CH:29]=1. Procedure details: 2-(3-tert-Butoxycarbonylaminomethylpyrrolidin-1-yl)ethylamine (1 g) as starting compound was reacted and treated in the same manner as in Example 34 using phenyl isocyanate (0.40 ml) and 4-amino-5-chloro-2-methoxybenzoic acid (0.83 g) to give 4-amino-5-chloro-2-methoxy-N-(1-(2-(3-phenylureido)ethyl)pyrrolidin-3-ylmethyl)benzamide. Starting materials: N([C@@H](CC1=CC=C(C=C1)O)C(=O)N[C@H](C)C(=O)N[C@@H](CC1=CC=CC=C1)C(=O)O)C(=O)OC(C)(C)C.N[C@@H](CCSC)CO (Boc-Tyr-DAla-Phe Methioninol). Reaction SMILES: [NH:1](C(OC(C)(C)C)=O)[C@H:2]([C:11]([NH:13][C@@H:14]([C:16]([NH:18][C@H:19]([C:27]([OH:29])=[O:28])[CH2:20][C:21]1[CH:26]=[CH:25][CH:24]=[CH:23][CH:22]=1)=[O:17])[CH3:15])=[O:12])[CH2:3][C:4]1[CH:9]=[CH:8][C:7]([OH:10])=[CH:6][CH:5]=1.[NH2:37][C@H:38]([CH2:43][OH:44])[CH2:39][CH2:40][S:41][CH3:42]>C1(OC)C=CC=CC=1.C(O)(C(F)(F)F)=O>[NH2:1][C@H:2]([C:11]([NH:13][C@@H:14]([C:16]([NH:18][C@H:19]([C:27]([OH:29])=[O:28])[CH2:20][C:21]1[CH:26]=[CH:25][CH:24]=[CH:23][CH:22]=1)=[O:17])[CH3:15])=[O:12])[CH2:3][C:4]1[CH:9]=[CH:8][C:7]([OH:10])=[CH:6][CH:5]=1.[NH2:37][C@H:38]([CH2:43][OH:44])[CH2:39][CH2:40][S:41][CH3:42].[CH3:19][C:27]([OH:29])=[O:28] |f:0.1,4.5.6|. Yields the product N[C@@H](CC1=CC=C(C=C1)O)C(=O)N[C@H](C)C(=O)N[C@@H](CC1=CC=CC=C1)C(=O)O.N[C@@H](CCSC)CO.CC(=O)O (H-Tyr-DAla-Phe Methioninol HOAc). Procedure: A solution of 2.47 g of Boc-Tyr-DAla-Phe-Methioninol in 20 ml of 10% anisole in TFA was stirred for 30 min and then evaporated to a syrup. The syrup was dissolved in 20 ml of methanol, water, acetic acid (50:49:1) and applied to an Amberlite XAD-2 column (44-74 μm, 2.7×60 cm). Elution of the sample at 5 ml/min with a linear gradient formed from 2 liters each of water:methanol:acetic acid (94:5:1) to methanol:water:acetic acid (94:5:1) gave a product peak which was evaporated to a syrup. The syru... Solvent: C1(=CC=CC=C1)OC (anisole), C(=O)(C(F)(F)F)O (TFA). Yield: 159.9%. Starting materials: C(C)(=O)OCC (ethyl acetate), C(C=C)(=O)OC (methyl acrylate), C(C)(C)C1=C(C(=CC(=C1)C(C)C)C(C)C)Br (2,4,6 -triisopropylbromobenzene). The reagents and catalysts are [Pd](Cl)Cl.C1(=CC=CC=C1)P(C1=CC=CC=C1)C1=CC=CC=C1.C1(=CC=CC=C1)P(C1=CC=CC=C1)C1=CC=CC=C1 (bis (triphenylphosphine) palladium (II) chloride). Run in hexanes, CN(C=O)C (dimethylformamide), C(C)N(CC)CC (triethylamine). Reaction conditions: time 6 hour. Yields the product CC(C)C1=C(C(=CC(=C1)C(C)C)C(C)C)C=CCC(=O)OC (3-[2,4,6-tris(1-methylethyl)phenyl]-2-propenyl carboxylic acid, methyl ester). RXN SMILES: [C:1]([O:5][CH3:6])(=[O:4])[CH:2]=[CH2:3].[CH:7]([C:10]1[CH:15]=[C:14]([CH:16]([CH3:18])[CH3:17])[CH:13]=[C:12]([CH:19]([CH3:21])[CH3:20])[C:11]=1Br)([CH3:9])[CH3:8].[C:23](OCC)(=O)C>CN(C)C=O.C(N(CC)CC)C.[Pd](Cl)Cl.C1(P(C2C=CC=CC=2)C2C=CC=CC=2)C=CC=CC=1.C1(P(C2C=CC=CC=2)C2C=CC=CC=2)C=CC=CC=1>[CH3:8][CH:7]([C:10]1[CH:15]=[C:14]([CH:16]([CH3:18])[CH3:17])[CH:13]=[C:12]([CH:19]([CH3:21])[CH3:20])[C:11]=1[CH:23]=[CH:3][CH2:2][C:1]([O:5][CH3:6])=[O:4])[CH3:9] |f:5.6.7|. Procedure details: A mixture of methyl acrylate (15.9 mL, 176 mmol) and bis (triphenylphosphine) palladium (II) chloride (0.99 g, 1.4 mmol) in 125 mL dimethylformamide and 125 mL triethylamine was heated to reflux for 1 hour and then 2,4,6 -triisopropylbromobenzene (10.0 g, 35 mmol) was added. Reflux was continued for 6 hours and then stirred at room temperature for 16 hours. Partitioned the reaction between water and diethyl ether. The ether layer was dried with MgSO4, filtered, and concentrated to give a brown o... Reactants: CC(C)(C)C(=O)Cl, CCCCC1OC1C(=O)O, C1CCC([NH2+]C2CCCCC2)CC1, NC1CCCCC1O, C1CCOC1. Yields the product CCCCC1OC1C(=O)NC1CCCCC1O. Reaction SMILES: [C:24]([Cl:25])(=[O:26])[C:27]([CH3:28])([CH3:29])[CH3:30].[CH2:14]([CH2:15][CH2:16][CH3:17])[CH:18]1[CH:19]([C:21](=[O:22])[OH:23])[O:20]1.[CH:1]1([NH2+:2][CH:3]2[CH2:4][CH2:5][CH2:6][CH2:7][CH2:8]2)[CH2:9][CH2:10][CH2:11][CH2:12][CH2:13]1.[NH2:31][CH:32]1[CH:33]([OH:38])[CH2:34][CH2:35][CH2:36][CH2:37]1.[O:39]1[CH2:40][CH2:41][CH2:42][CH2:43]1>>[CH2:14]([CH2:15][CH2:16][CH3:17])[CH:18]1[CH:19]([C:21](=[O:23])[NH:31][CH:32]2[CH:33]([OH:38])[CH2:34][CH2:35][CH2:36][CH2:37]2)[O:20]1.